This data is from the Open Reaction Database (ORD), a public repository of structured organic reaction records. The task is: describe an organic reaction: reactants, conditions, products, and yield Reported procedure: A round bottom flask, charged with carbonyldiimidazole (252.2 mg, 1.55 mmol) and 4-methoxy-cyclohexanecarboxylic acid (mixture of cis/trans isomers) (242.9 mg, 1.54 mmol) was evacuated and filled with nitrogen. THF (15 mL) was added and the reaction mixture was stirred at 60° C. for 16 h. (3-Chloropyrazin-2-yl)(2-phenylquinolin-7-yl)methylamine hydrochloride salt (500 mg, 1.10 mmol) was then added and stirring was continued at 60° C. for another 20 h. After cooled to rt, the reaction mixture was... As a reaction SMILES: [Cl:1][C:2]1[C:3]([CH:8]([C:20]2[CH:29]=[C:28]3[C:23]([CH:24]=[CH:25][C:26]([C:30]4[CH:35]=[CH:34][CH:33]=[CH:32][CH:31]=4)=[N:27]3)=[CH:22][CH:21]=2)[NH:9][C:10]([CH:12]2[CH2:17][CH2:16][CH:15]([O:18][CH3:19])[CH2:14][CH2:13]2)=O)=[N:4][CH:5]=[CH:6][N:7]=1.O=P(Cl)(Cl)Cl.CN(C=O)C>C(#N)C>[Cl:1][C:2]1[C:3]2[N:4]([C:10]([CH:12]3[CH2:17][CH2:16][CH:15]([O:18][CH3:19])[CH2:14][CH2:13]3)=[N:9][C:8]=2[C:20]2[CH:29]=[C:28]3[C:23]([CH:24]=[CH:25][C:26]([C:30]4[CH:31]=[CH:32][CH:33]=[CH:34][CH:35]=4)=[N:27]3)=[CH:22][CH:21]=2)[CH:5]=[CH:6][N:7]=1. Product: ClC=1C=2N(C=CN1)C(=NC2C2=CC=C1C=CC(=NC1=C2)C2=CC=CC=C2)C2CCC(CC2)OC (7-[8-Chloro-3-(4-methoxy-cyclohexyl)-imidazo[1,5-a]pyrazin-1-yl]-2-phenyl-quinoline). The reactants are ClC=1C(=NC=CN1)C(NC(=O)C1CCC(CC1)OC)C1=CC=C2C=CC(=NC2=C1)C1=CC=CC=C1 (N-[(3-chloropyrazin-2-yl)(2-phenyl-quinolin-7-yl)-methyl]-4-methoxycyclohexanecarboxamide), O=P(Cl)(Cl)Cl (POCl3), CN(C)C=O (DMF). The solvent is C(C)#N (acetonitrile). Conditions: temperature 55 celsius. Reactants: C1CCOC1, CC(C)(C)[O-], COC(=O)c1cccc(OCCCl)c1, [K+]. Yields the product C=COc1cccc(C(=O)OC)c1. RXN SMILES: [CH2:21]1[O:22][CH2:23][CH2:24][CH2:25]1.[CH3:15][C:16]([CH3:17])([O-:18])[CH3:19].[Cl:1][CH2:2][CH2:3][O:4][c:5]1[cH:6][c:7]([C:8](=[O:9])[O:10][CH3:11])[cH:12][cH:13][cH:14]1.[K+:20]>>[CH2:2]=[CH:3][O:4][c:5]1[cH:6][c:7]([C:8](=[O:9])[O:10][CH3:11])[cH:12][cH:13][cH:14]1. The product is COC(=O)COc1cccnc1Oc1cc(-n2c(=O)cc(C(F)(F)F)n(C)c2=O)c(F)cc1Cl. The reactants are COC(=O)CBr, O=C([O-])[O-], CC#N, Cn1c(C(F)(F)F)cc(=O)n(-c2cc(Oc3ncccc3O)c(Cl)cc2F)c1=O, [K+], [K+], O. Reaction SMILES: [Br:30][CH2:31][C:32](=[O:33])[O:34][CH3:35].[C:36](=[O:37])([O-:38])[O-:39].[CH3:43][C:44]#[N:45].[Cl:1][c:2]1[c:3]([O:4][c:5]2[n:6][cH:7][cH:8][cH:9][c:10]2[OH:11])[cH:12][c:13](-[n:17]2[c:18](=[O:29])[n:19]([CH3:28])[c:20]([C:24]([F:25])([F:26])[F:27])[cH:21][c:22]2=[O:23])[c:14]([F:16])[cH:15]1.[K+:40].[K+:41].[OH2:42]>>[Cl:1][c:2]1[c:3]([O:4][c:5]2[n:6][cH:7][cH:8][cH:9][c:10]2[O:11][CH2:31][C:32](=[O:33])[O:34][CH3:35])[cH:12][c:13](-[n:17]2[c:18](=[O:29])[n:19]([CH3:28])[c:20]([C:24]([F:25])([F:26])[F:27])[cH:21][c:22]2=[O:23])[c:14]([F:16])[cH:15]1. Reactants: COC(=O)CC(OC(=O)c1ccccc1C)C(O)COC(=O)c1ccccc1C, CO, CC(=O)O, CCOCC, ClC(Cl)Cl, Cl, O=CCC(O)C(O)CO, O, Cc1ccc(C(=O)Cl)cc1, c1ccncc1. Product: Cc1ccccc1C(=O)OCC(O)C(CC(=O)Cl)OC(=O)c1ccccc1C. Reaction SMILES: [CH3:21][O:22][C:23](=[O:24])[CH2:25][CH:26]([O:27][C:28](=[O:29])[c:30]1[c:31]([CH3:36])[cH:32][cH:33][cH:34][cH:35]1)[CH:37]([OH:38])[CH2:39][O:40][C:41](=[O:42])[c:43]1[c:44]([CH3:49])[cH:45][cH:46][cH:47][cH:48]1.[CH3:50][OH:51].[CH3:52][C:53](=[O:54])[OH:55].[CH3:56][CH2:57][O:58][CH2:59][CH3:60].[CH:62]([Cl:63])([Cl:64])[Cl:65].[ClH:10].[O:1]=[CH:2][CH2:3][CH:4]([CH:5]([CH2:6][OH:7])[OH:8])[OH:9].[OH2:61].[c:11]1([CH3:12])[cH:13][cH:14][c:15]([C:16](=[O:17])[Cl:19])[cH:18][cH:20]1.[cH:66]1[cH:67][cH:68][n:69][cH:70][cH:71]1>>[Cl:19][C:23](=[O:22])[CH2:25][CH:26]([O:27][C:28](=[O:29])[c:30]1[c:31]([CH3:36])[cH:32][cH:33][cH:34][cH:35]1)[CH:37]([OH:38])[CH2:39][O:40][C:41](=[O:42])[c:43]1[c:44]([CH3:49])[cH:45][cH:46][cH:47][cH:48]1. The product is CCCCOC(C)Oc1ccc(-c2ccc3c(c2)C=C(C(=O)O)CCN3Cc2ccccn2)cc1. As a reaction SMILES: [CH2:1]([CH2:2][CH2:3][CH3:4])[O:5][CH:6]([CH3:7])[O:8][c:9]1[cH:10][cH:11][c:12](-[c:15]2[cH:16][cH:17][c:18]3[c:19]([cH:36]2)[CH:20]=[C:21]([C:32](=[O:33])[O:34][CH3:35])[CH2:22][CH2:23][N:24]3[CH2:25][c:26]2[n:27][cH:28][cH:29][cH:30][cH:31]2)[cH:13][cH:14]1.[CH3:46][OH:47].[ClH:40].[Na+:38].[O:41]1[CH2:42][CH2:43][CH2:44][CH2:45]1.[OH-:37].[OH2:39]>>[CH2:1]([CH2:2][CH2:3][CH3:4])[O:5][CH:6]([CH3:7])[O:8][c:9]1[cH:10][cH:11][c:12](-[c:15]2[cH:16][cH:17][c:18]3[c:19]([cH:36]2)[CH:20]=[C:21]([C:32](=[O:33])[OH:34])[CH2:22][CH2:23][N:24]3[CH2:25][c:26]2[n:27][cH:28][cH:29][cH:30][cH:31]2)[cH:13][cH:14]1. The reactants are CCCCOC(C)Oc1ccc(-c2ccc3c(c2)C=C(C(=O)OC)CCN3Cc2ccccn2)cc1, CO, Cl, [Na+], C1CCOC1, [OH-], O. Reactants: CC(C)OC(=O)CCC/C=C\C[C@H]1[C@H](C[C@H]([C@@H]1CC[C@H](CCC2=CC=CC=C2)O)O)O (Latanoprost free acid), TMS-CH2N2. Reagents/catalysts: CC(=O)O (AcOH). Solvent: CO (MeOH). The product is EtOAc Hexanes, O[C@H]1[C@@H]([C@H]([C@H](C1)O)C\C=C/CCCC(=O)OC)CC[C@H](CCC1=CC=CC=C1)O ((Z)-methyl 7-((1R,2R,3R,5S)-3,5-dihydroxy -2-((R)-3-hydroxy-5-phenylpentyl)cyclopentyl)hept-5-enoate). Isolated yield 70.0%. As a reaction SMILES: C[CH:2]([O:4][C:5]([CH2:7][CH2:8][CH2:9]/[CH:10]=[CH:11]\[CH2:12][C@@H:13]1[C@@H:17]([CH2:18][CH2:19][C@@H:20]([OH:29])[CH2:21][CH2:22][C:23]2[CH:28]=[CH:27][CH:26]=[CH:25][CH:24]=2)[C@H:16]([OH:30])[CH2:15][C@@H:14]1[OH:31])=[O:6])C>CO.CC(O)=O>[OH:30][C@@H:16]1[CH2:15][C@H:14]([OH:31])[C@H:13]([CH2:12]/[CH:11]=[CH:10]\[CH2:9][CH2:8][CH2:7][C:5]([O:4][CH3:2])=[O:6])[C@H:17]1[CH2:18][CH2:19][C@@H:20]([OH:29])[CH2:21][CH2:22][C:23]1[CH:24]=[CH:25][CH:26]=[CH:27][CH:28]=1. Reported procedure: To Latanoprost free acid in MeOH at 0° C. was added TMS-CH2N2 until the solution persisted a yellow color. AcOH (2 drops) were added to quench excess TMS-CH2N2 and the solvents were evaporated. Column chromatography 70%-100% EtOAc/Hexanes gave pure (Z) -methyl 7-((1R,2R,3R,5S)-3,5-dihydroxy-2-((R)-3-hydroxy -5-phenylpentyl)cyclopentyl)hept-5-enoate (2). The reactants are ClCCl, O=C(O)C(F)(F)F, CC(C)(C)OC(=O)NC1CCC(F)(F)C1. Yields the product O=C(O)C(F)(F)F, NC1CCC(F)(F)C1. As a reaction SMILES: [Cl:16][CH2:17][Cl:18].[F:19][C:20]([C:21](=[O:22])[OH:23])([F:24])[F:25].[F:1][C:2]1([F:15])[CH2:3][CH:4]([NH:7][C:8](=[O:9])[O:10][C:11]([CH3:12])([CH3:13])[CH3:14])[CH2:5][CH2:6]1>>[F:19][C:20]([C:21](=[O:22])[OH:23])([F:24])[F:25].[F:1][C:2]1([F:15])[CH2:3][CH:4]([NH2:7])[CH2:5][CH2:6]1. The reactants are C(C)I (ethyl iodide), [H-].[Na+] (sodium hydride), suspension, C1(=CC=CC=C1)P(OCC)=O (ethyl phenylphosphinate). Solvent: C1CCOC1 (THF). Product: C(C)P(OCC)(=O)C1=CC=CC=C1 (Ethyl (ethyl)(phenyl)phosphinate). Isolated yield 52.2%. As a reaction SMILES: [H-].[Na+].[C:3]1([PH:9](=[O:13])[O:10][CH2:11][CH3:12])[CH:8]=[CH:7][CH:6]=[CH:5][CH:4]=1.[CH2:14](I)[CH3:15]>C1COCC1>[CH2:14]([P:9]([C:3]1[CH:8]=[CH:7][CH:6]=[CH:5][CH:4]=1)(=[O:13])[O:10][CH2:11][CH3:12])[CH3:15] |f:0.1|. Procedure details: A slurry of sodium hydride (0.13 g of a 60% suspension in mineral oil, 3.2 mmol) in anhydrous THF (10 ml) was treated dropwise with a solution of ethyl phenylphosphinate (0.50 g, 2.9 mmol) over one hour via a syring pump. The mixture was allowed to stir an additional 30 minutes before the addition of ethyl iodide (0.26 ml, 3.2 mmol). After 45 minutes the reaction was quenched with 10% aqueous ammonium chloride (5 ml) and poured into a separatory funnel containing ethyl acetate (50 ml). The organ...